This data is from the Open Reaction Database (ORD), a public repository of structured organic reaction records. The task is: describe an organic reaction: reactants, conditions, products, and yield Reactants: C[Si](C)(C)CCOCn1cc2cc(Cl)cc(COS(C)(=O)=O)c2n1, CN(C)C=O, CCOCC, N#C[Na]. Reaction SMILES: [CH3:1][S:2]([O:3][CH2:6][c:7]1[cH:8][c:9]([Cl:24])[cH:10][c:11]2[cH:12][n:13]([CH2:16][O:17][CH2:18][CH2:19][Si:20]([CH3:21])([CH3:22])[CH3:23])[n:14][c:15]12)(=[O:4])=[O:5].[CH3:28][N:29]([CH3:30])[CH:31]=[O:32].[CH3:33][CH2:34][O:35][CH2:36][CH3:37].[Na:25][C:26]#[N:27]>>[CH2:6]([c:7]1[cH:8][c:9]([Cl:24])[cH:10][c:11]2[cH:12][n:13]([CH2:16][O:17][CH2:18][CH2:19][Si:20]([CH3:21])([CH3:22])[CH3:23])[n:14][c:15]12)[C:26]#[N:27]. The product is C[Si](C)(C)CCOCn1cc2cc(Cl)cc(CC#N)c2n1. Reactants: C(C)OC=1C=2N(C3=CC=CC=C3N1)N=CC2C(=O)OCC (4-ethoxypyrazolo[1,5-a]quinoxaline-3-carboxylic acid, ethyl ester), [OH-].[Na+] (sodium hydroxide). The solvent is C(C)O (ethanol). The product is C(C)OC=1C=2N(C3=CC=CC=C3N1)N=CC2C(=O)O (4-Ethoxypyrazolo[1,5-a]quinoxaline-3-carboxylic acid). As a reaction SMILES: [CH2:1]([O:3][C:4]1[C:5]2[N:6]([N:14]=[CH:15][C:16]=2[C:17]([O:19]CC)=[O:18])[C:7]2[C:12]([N:13]=1)=[CH:11][CH:10]=[CH:9][CH:8]=2)[CH3:2].[OH-].[Na+]>C(O)C>[CH2:1]([O:3][C:4]1[C:5]2[N:6]([N:14]=[CH:15][C:16]=2[C:17]([OH:19])=[O:18])[C:7]2[C:12]([N:13]=1)=[CH:11][CH:10]=[CH:9][CH:8]=2)[CH3:2] |f:1.2|. Procedure details: To a solution of 2.85 g. of 4-ethoxypyrazolo[1,5-a]quinoxaline-3-carboxylic acid, ethyl ester in hot ethanol, there is added 10 ml. of 10% aqueous sodium hydroxide and the mixture refluxed for 2 hours. The mixture is concentrated under reduced pressure and the residue dissolved in water. The solution is filtered and neutralized with dilute hydrochloric acid. The precipitated 4-ethoxypyrazolo[1,5-a]quinoxaline-3-carboxylic acid is filtered and washed with a small amount of cold water. The product... Reactants: [Cl-].[NH4+] (ammonium chloride), FC1=C(C(=O)N(C)OC)C=CC=C1 (2-fluoro-N-methoxy-N-methylbenzamide). Reagents/catalysts: [Fe] (iron). Solvent: CO (methanol), O (water). Yields the product NC1=CC(=C(C(=O)N(C)OC)C=C1)F (4-amino-2-fluoro-N-methoxy-N-methylbenzamide). Reaction SMILES: [Cl-].[NH4+:2].[F:3][C:4]1[CH:15]=[CH:14][CH:13]=[CH:12][C:5]=1[C:6]([N:8]([O:10][CH3:11])[CH3:9])=[O:7]>CO.O.[Fe]>[NH2:2][C:14]1[CH:13]=[CH:12][C:5]([C:6]([N:8]([O:10][CH3:11])[CH3:9])=[O:7])=[C:4]([F:3])[CH:15]=1 |f:0.1|. Procedure: 15.2 g of ammonium chloride and 8 g of iron powder were added to a suspension of 10.84 g of 2-fluoro-N-methoxy-N-methylbenzamide in 60 ml of methanol and 30 ml of water, and the reaction liquid was heated under reflux for 3 hours. The reaction liquid was filtered through Celite, and the solvent was evaporated away under reduced pressure. The resulting residue was diluted with ethyl acetate, washed with water, and dried with anhydrous magnesium sulfate. The solvent was evaporated away under reduc...